Dataset: the Open Reaction Database (ORD), a public repository of structured organic reaction records. Task: describe an organic reaction: reactants, conditions, products, and yield Reaction conditions: temperature 85 celsius. Reactants: ClCCCN1C2=CC=CC=C2C=2C=C(N=CC12)C1=NC(=NO1)CC (9-(3-Chloro-1-propyl)-3-(3-ethyl-1,2,4-oxadiazol-5-yl)-9H-β-carboline), C1(=CC=CC=C1)C1(CCNCC1)O (4-phenylpiperidin-4-ol), TEA. Yields the product C(C)C1=NOC(=N1)C=1N=CC=2N(C3=CC=CC=C3C2C1)CCCN1CCC(CC1)(O)C1=CC=CC=C1 (1-(3-(3-(3-Ethyl-1,2,4-oxadiazol-5-yl)-9H-β-carbolin-9-yl)-1-propyl)-4-phenylpiperidin-4-ol). RXN SMILES: Cl[CH2:2][CH2:3][CH2:4][N:5]1[C:17]2[CH:16]=[N:15][C:14]([C:18]3[O:22][N:21]=[C:20]([CH2:23][CH3:24])[N:19]=3)=[CH:13][C:12]=2[C:11]2[C:6]1=[CH:7][CH:8]=[CH:9][CH:10]=2.[C:25]1([C:31]2([OH:37])[CH2:36][CH2:35][NH:34][CH2:33][CH2:32]2)[CH:30]=[CH:29][CH:28]=[CH:27][CH:26]=1>CN(C=O)C>[CH2:23]([C:20]1[N:19]=[C:18]([C:14]2[N:15]=[CH:16][C:17]3[N:5]([CH2:4][CH2:3][CH2:2][N:34]4[CH2:33][CH2:32][C:31]([C:25]5[CH:30]=[CH:29][CH:28]=[CH:27][CH:26]=5)([OH:37])[CH2:36][CH2:35]4)[C:6]4[C:11]([C:12]=3[CH:13]=2)=[CH:10][CH:9]=[CH:8][CH:7]=4)[O:22][N:21]=1)[CH3:24]. Isolated yield 41.5%. Reported procedure: To a solution of Compound 3 (1.0 g, 3 mmol) in anhydrous DMF (50 mL), 4-phenylpiperidin-4-ol (0.63 g, 3.5 mmol) and TEA (1 mL) were added. The resulting mixture was heated at 85° C. for 76 h under a nitrogen atmosphere. The solvent was removed in vacuo, and the solid residue was submitted to column chromatography on silica gel with CH2Cl2 /methanol (9:1) as eluent. The purified compound was precipitated as the hydrochloride, giving the title compound (0.6 g, 36%) as an yellow solid. M.p. 169°-17... The solvent is CN(C)C=O (DMF).